The task is: describe an organic reaction: reactants, conditions, products, and yield. This data is from the Open Reaction Database (ORD), a public repository of structured organic reaction records. Reactants: C(C)C1=CC=2C(=NC=C(C2O)C(=O)O)S1 (2-ethyl-4-hydroxythieno[2,3-b]pyridine-5-carboxylic acid), CN(C)C=O (DMF), C1=CC=CC=C1 (benzene), S(=O)(Cl)Cl (thionyl chloride). Run at temperature 60 celsius, time 3 hour. Product: C(C)C1=CC=2C(=NC=C(C2O)C(=O)OCCOC)S1 (2-Methoxyethyl 2-ethyl-4-hydroxythieno[2,3-b]pyridine-5-carboxylate). Isolated yield 41.0%. RXN SMILES: [CH2:1]([C:3]1[S:15][C:6]2=[N:7][CH:8]=[C:9]([C:12]([OH:14])=[O:13])[C:10]([OH:11])=[C:5]2[CH:4]=1)[CH3:2].CN([CH:19]=[O:20])C.S(Cl)(Cl)=O.[CH:25]1C=CC=C[CH:26]=1>>[CH2:1]([C:3]1[S:15][C:6]2=[N:7][CH:8]=[C:9]([C:12]([O:14][CH2:25][CH2:26][O:20][CH3:19])=[O:13])[C:10]([OH:11])=[C:5]2[CH:4]=1)[CH3:2]. Procedure: A mixture of 2-ethyl-4-hydroxythieno[2,3-b]pyridine-5-carboxylic acid (380 mg, 1.7 mmol) and DMF (0.13 ml, 1.7 mmol) in benzene (5 ml) was heated to 60° C. and to the reaction mixture was added thionyl chloride (0.15 ml, 2.1 mmol). The mixture was stirred at 60° C. for 3 hours and then allowed to cool with an ice bath. The precipitated product was collected by filtration and washed with benzene. The resulting precipitate (223 mg) was dissolved in a mixture of 2-methoxyethanol (0.3 ml) and CH2Cl2... Reactants: FC1=CC=C2C(C(=CN(C2=C1)C)C1=NN=NN1C)=O (7-fluoro-1-methyl-3-(1-methyl-1H-tetrazol-5-yl)-4-quinolone), N1CCSCC1 (thiomorpholine), CN(C=O)C (dimethylformamide). The solvent is O (water). Conditions: time 5.5 hour. Product: CN(C1=CC=C2C(C(=CN(C2=C1)C)C1=NN=NN1C)=O)C (7-dimethylamino-1-methyl-3-(1-methyl-1H-tetrazol-5-yl)-4-quinolone). RXN SMILES: F[C:2]1[CH:11]=[C:10]2[C:5]([C:6](=[O:19])[C:7]([C:13]3[N:17]([CH3:18])[N:16]=[N:15][N:14]=3)=[CH:8][N:9]2[CH3:12])=[CH:4][CH:3]=1.[NH:20]1[CH2:25]CSC[CH2:21]1.CN(C)C=O>O>[CH3:21][N:20]([CH3:25])[C:2]1[CH:11]=[C:10]2[C:5]([C:6](=[O:19])[C:7]([C:13]3[N:17]([CH3:18])[N:16]=[N:15][N:14]=3)=[CH:8][N:9]2[CH3:12])=[CH:4][CH:3]=1. Reported procedure: A mixture of 7-fluoro-1-methyl-3-(1-methyl-1H-tetrazol-5-yl)-4-quinolone (10 g), thiomorpholine (10 g) and dimethylformamide (20 ml) was heated at 100° for 22 hours and then at 140° for 5.5 hours. The mixture was cooled and poured into water (220 ml). The resulting precipitate was collected and purified by high performance liquid chromatography on silica using dichloromethane:industrial methylated spirit:isopropanol 98.25:0.5:1.25 as the eluent. This gave the novel compound 7-dimethylamino-1-met... Reactants: BrCC1=CC(=NC=C1)N1C(C2=CC=CC=C2C1=O)=O (2-[4-(bromomethyl)-2-pyridinyl]-1H-isoindole-1,3(2H)-dione), P(OCC)(OCC)OCC (triethyl phosphite), [I-].[K+] (potassium iodide). The solvent is CCC(=O)C (MEK). Yields the product O=C1N(C(C2=CC=CC=C12)=O)C1=NC=CC(=C1)CP(OCC)(OCC)=O (Diethyl [[2-(1,3-dihydro-1,3-dioxo-2H-isoindol-2-yl)-4-pyridinyl]methyl]phosphonate). As a reaction SMILES: Br[CH2:2][C:3]1[CH:8]=[CH:7][N:6]=[C:5]([N:9]2[C:17](=[O:18])[C:16]3[C:11](=[CH:12][CH:13]=[CH:14][CH:15]=3)[C:10]2=[O:19])[CH:4]=1.[P:20]([O:27]CC)([O:24][CH2:25][CH3:26])[O:21][CH2:22][CH3:23].[I-].[K+]>CCC(C)=O>[O:19]=[C:10]1[C:11]2[C:16](=[CH:15][CH:14]=[CH:13][CH:12]=2)[C:17](=[O:18])[N:9]1[C:5]1[CH:4]=[C:3]([CH2:2][P:20](=[O:27])([O:24][CH2:25][CH3:26])[O:21][CH2:22][CH3:23])[CH:8]=[CH:7][N:6]=1 |f:2.3|. Procedure details: The product from Example 14, triethyl phosphite (7.66 g, 46 mmol) and a catalytic amount of potassium iodide were placed in a flask containing MEK (500 mL) under a N2 atmosphere. The reaction was heated to reflux for 11 h. After cooling to room temperature, the solid was filtered from the reaction mixture, and the filtrate stripped in vacuo. Aqueous K2 CO3 was added to the residue, and the product extracted with EtOAc. The extract was dried (MgSO4), filtered and stripped of all solvent in vacuo ... Starting materials: NC1=NC(=CC(=N1)NC1=CC=C(C(=O)NC2=CC=C(C=C2)N)C=C1)C (4-[(2-Amino-6-methyl-4-pyrimidinyl)amino]-N-(4-aminophenyl)-benzamide), ClC1=CC=NC2=CC=C(C=C12)[N+](=O)[O-] (4-chloro-6-nitroquinoline), CO.CCOC(=O)C (MeOH EtOAc), Cl (HCl). The solvent is CCO (EtOH), O (H2O), CCOC(=O)C (EtOAc). Run at temperature 20 celsius. Yields the product Cl.Cl.NC1=NC(=CC(=N1)NC1=CC=C(C(=O)NC2=CC=C(C=C2)NC2=CC=NC3=CC=C(C=C23)[N+](=O)[O-])C=C1)C (4-[(2-Amino-6-methyl-4-pyrimidinyl)amino]-N-{4-[(6-nitro-4-quinolinyl)amino]phenyl}benzamide dihydrochloride). As a reaction SMILES: [NH2:1][C:2]1[N:7]=[C:6]([NH:8][C:9]2[CH:24]=[CH:23][C:12]([C:13]([NH:15][C:16]3[CH:21]=[CH:20][C:19]([NH2:22])=[CH:18][CH:17]=3)=[O:14])=[CH:11][CH:10]=2)[CH:5]=[C:4]([CH3:25])[N:3]=1.[Cl:26][C:27]1[C:36]2[C:31](=[CH:32][CH:33]=[C:34]([N+:37]([O-:39])=[O:38])[CH:35]=2)[N:30]=[CH:29][CH:28]=1.[ClH:40].CO.CCOC(C)=O>CCO.O.CCOC(C)=O>[ClH:26].[ClH:40].[NH2:1][C:2]1[N:7]=[C:6]([NH:8][C:9]2[CH:24]=[CH:23][C:12]([C:13]([NH:15][C:16]3[CH:21]=[CH:20][C:19]([NH:22][C:27]4[C:36]5[C:31](=[CH:32][CH:33]=[C:34]([N+:37]([O-:39])=[O:38])[CH:35]=5)[N:30]=[CH:29][CH:28]=4)=[CH:18][CH:17]=3)=[O:14])=[CH:11][CH:10]=2)[CH:5]=[C:4]([CH3:25])[N:3]=1 |f:3.4,8.9.10|. Reported procedure: To a solution of compound C3 (200 mg, 0.49 mmol) in EtOH (20 mL) and H2O (10 mL) was added 4-chloro-6-nitroquinoline (113 mg, 0.54 mmol) and stirred until it dissolved, then 2 drops of c.HCl was added. The reaction mixture was refluxed for 3 h., diluted with EtOAc, brought to boil and cool to 20° C. The resulting precipitate was filtered and recrystallized from MeOH/EtOAc/Charcoal/Celite to give Cpd. GG4 (247 mg 87%) as a yellow solid.; M.P (MeOH/EtOAc) 295-300° C.; 1H NMR [(CD3)2SO] δ13.50 (br,... Product: NC(=O)c1cccc([N+](=O)[O-])c1. Reaction SMILES: [CH3:20][c:21]1[cH:22][c:23]([C:24]([F:25])([C:26]([F:27])([F:28])[F:29])[C:30]([F:31])([F:32])[F:33])[cH:34][c:35]([CH3:36])[c:37]1[NH2:38].[N+:1](=[O:2])([O-:3])[c:4]1[cH:5][c:6]([C:7](=[O:8])[Cl:9])[cH:10][cH:11][cH:12]1.[NH2:13][c:14]1[cH:15][cH:16][cH:17][cH:18][cH:19]1>>[N+:1](=[O:2])([O-:3])[c:4]1[cH:5][c:6]([C:7](=[O:8])[NH2:13])[cH:10][cH:11][cH:12]1. Reactants: Cc1cc(C(F)(C(F)(F)F)C(F)(F)F)cc(C)c1N, O=C(Cl)c1cccc([N+](=O)[O-])c1, Nc1ccccc1. Starting materials: BrC1=CN=C(S1)C(=O)O (5-bromo-thiazole-2-carboxylic acid), C(C(=O)Cl)(=O)Cl (oxalyl chloride), CN(C)C=O (DMF). Solvent: ClCCl (dichloromethane). Conditions: time 1 hour. The product is BrC1=CN=C(S1)C(=O)N (5-Bromo-thiazole-2-carboxylic acid amide). Yield: 25.0%. Reaction SMILES: [Br:1][C:2]1[S:6][C:5]([C:7]([OH:9])=O)=[N:4][CH:3]=1.C(Cl)(=O)C(Cl)=O.C[N:17](C=O)C>ClCCl>[Br:1][C:2]1[S:6][C:5]([C:7]([NH2:17])=[O:9])=[N:4][CH:3]=1. Reported procedure: To 5-bromo-thiazole-2-carboxylic acid (0.267 g, 0.128 mmol) suspended in dry dichloromethane (30 mL) are added oxalyl chloride (0.22 mL, 0.257 mmol) and a drop of DMF. The reaction is stirred for 1 hour at room temperature. The solvent is evaporated and the resultant crude is dissolved in 7M NE3 in MeOH. The reaction mixture is stirred overnight at room temperature. After evaporation of the solvent, the residue is dissolved in dichloromethane and washed with 1M NaOH. The organic phase is dried o... The reactants are C(C)(=O)NC1C(CCCC1)CCC(=O)O (3-(2-acetylaminocyclohexyl)-propionic acid), P(Cl)(Cl)Cl.P(O)(O)O (phosphorus trichloride phosphorous acid), acetyl. Solvent: Cl (hydrochloric acid). Yields the product N[C@@H]1[C@@H](CCCC1)CCC(P(O)(=O)O)(P(O)(=O)O)O (cis-3-(2-Aminocyclohexyl)-1-hydroxypropane-1,1-diphosphonic acid). Yield: 32.0%. As a reaction SMILES: C([NH:4][CH:5]1[CH2:10][CH2:9][CH2:8][CH2:7][CH:6]1[CH2:11][CH2:12][C:13]([OH:15])=O)(=O)C.P(Cl)(Cl)Cl.[P:20]([OH:23])([OH:22])[OH:21]>Cl>[NH2:4][C@H:5]1[CH2:10][CH2:9][CH2:8][CH2:7][C@H:6]1[CH2:11][CH2:12][C:13]([OH:15])([P:20]([OH:23])(=[O:21])[OH:22])[P:20]([OH:23])(=[O:22])[OH:21] |f:1.2|. Reported procedure: From the cis-trans mixture of 3-(2-acetylaminocyclohexyl)-propionic acid described in Example 10, by recrystallisation from water there is obtained the pure cis-compound (yield 32% of theory; m.p. 131°-133° C.), the reaction of which with phosphorus trichloride/phosphorous acid takes place analogously to Example 1. The course of the splitting off of the acetyl radical by heating in hydrochloric acid is monitored by means of thin layer electrophoresis. The reactants are CCO, NCCCN1C(=O)C2(OCCCO2)c2cc(Br)ccc21, N. The product is Brc1ccc2c(c1)C1(OCCCO1)C1=NCCCN12. RXN SMILES: [CH3:21][CH2:22][OH:23].[NH2:1][CH2:2][CH2:3][CH2:4][N:5]1[C:6](=[O:20])[C:7]2([O:8][CH2:9][CH2:10][CH2:11][O:12]2)[c:13]2[cH:14][c:15]([Br:19])[cH:16][cH:17][c:18]21.[NH3:24]>>[N:1]1=[C:6]2[N:5]([CH2:4][CH2:3][CH2:2]1)[c:18]1[c:13]([cH:14][c:15]([Br:19])[cH:16][cH:17]1)[C:7]21[O:8][CH2:9][CH2:10][CH2:11][O:12]1. The reactants are FC(C1(CO1)C1=CC2=C(C=C1)OCO2)(F)F (1,1,1-trifluoro-2-(3,4-methylenedioxyphenyl)prop-2-ene oxide), O(C1=CC=CC=C1)C=1C=C(CO)C=CC1 (3-Phenoxybenzyl alcohol), [H-].[Na+] (sodium hydride), Cl (hydrochloric acid), [H][H] (hydrogen). Run in O (water), CN(C=O)C (N,N-dimethylformamide). Run at temperature 22 celsius, time 2 hour. Yields the product FC(C(COCC1=CC(=CC=C1)OC1=CC=CC=C1)(O)C1=CC2=C(C=C1)OCO2)(F)F (1,1,1-trifluoro-2-(3,4-methylenedioxyphenyl)-3-(3-phenoxybenzyloxy)propan-2-ol). As a reaction SMILES: [O:1]([C:8]1[CH:9]=[C:10]([CH:13]=[CH:14][CH:15]=1)[CH2:11][OH:12])[C:2]1[CH:7]=[CH:6][CH:5]=[CH:4][CH:3]=1.[H-].[Na+].[H][H].[F:20][C:21]([F:35])([F:34])[C:22]1([C:25]2[CH:30]=[CH:29][C:28]3[O:31][CH2:32][O:33][C:27]=3[CH:26]=2)[O:24][CH2:23]1.Cl>CN(C)C=O.O>[F:35][C:21]([F:20])([F:34])[C:22]([C:25]1[CH:30]=[CH:29][C:28]2[O:31][CH2:32][O:33][C:27]=2[CH:26]=1)([OH:24])[CH2:23][O:12][CH2:11][C:10]1[CH:13]=[CH:14][CH:15]=[C:8]([O:1][C:2]2[CH:3]=[CH:4][CH:5]=[CH:6][CH:7]=2)[CH:9]=1 |f:1.2|. Procedure: 3-Phenoxybenzyl alcohol (1.0 g) was added to a stirred suspension of sodium hydride (0.22 g, in the form of 0.44 g of a 50% dispersion in oil) in dry N,N-dimethylformamide (40 cm3), under an atmosphere of nitrogen. The mixture was stirred for a further 2 hours, during which time evolution of hydrogen occurred, and then added dropwise to the epoxide solution prepared in Stage 1. After a further 2 hours stirring at the ambient temperature (ca. 22° C.), the reaction mixture was poured into water, a...